From a dataset of the Open Reaction Database (ORD), a public repository of structured organic reaction records. describe an organic reaction: reactants, conditions, products, and yield Reactants: [N+](=O)(O)[O-] (nitric acid), BrC1=NC(=CC=C1OC)Br (2,6-dibromo-3-methoxypyridine), ice. Solvent: S(O)(O)(=O)=O (sulfuric acid). Reaction conditions: temperature 0 celsius, time 45 minute. Product: BrC1=NC(=C(C=C1OC)[N+](=O)[O-])Br (2,6-Dibromo-3-methoxy-5-nitropyridine). Reaction SMILES: [N+:1]([O-:4])(O)=[O:2].[Br:5][C:6]1[C:11]([O:12][CH3:13])=[CH:10][CH:9]=[C:8]([Br:14])[N:7]=1>S(=O)(=O)(O)O>[Br:5][C:6]1[C:11]([O:12][CH3:13])=[CH:10][C:9]([N+:1]([O-:4])=[O:2])=[C:8]([Br:14])[N:7]=1. Procedure details: To 150 ml of concentrated sulfuric acid were added at 0° C. 150 ml fuming nitric acid. 40.0 g of 2,6-dibromo-3-methoxypyridine (example E2) were added portionwise to this mixture at 0° C. The reaction mixture was stirred for 45 minutes at 0° C. and then heated to 65° C. for 2 h. The mixture was poured into 2 l of crushed ice and stored at 0° C. overnight. The resulting precipitate was filtered, washed with water and dried under vacuum to yield the title compound. The reactants are CCCc1cc(Cl)nc(SCc2ccccc2)n1, CCO, NN, O. Product: CCCc1cc(NN)nc(SCc2ccccc2)n1. Reaction SMILES: [CH2:1]([c:2]1[cH:3][cH:4][cH:5][cH:6][cH:7]1)[S:8][c:9]1[n:10][c:11]([CH2:16][CH2:17][CH3:18])[cH:12][c:13]([Cl:15])[n:14]1.[CH3:22][CH2:23][OH:24].[NH2:20][NH2:21].[OH2:19]>>[CH2:1]([c:2]1[cH:3][cH:4][cH:5][cH:6][cH:7]1)[S:8][c:9]1[n:10][c:11]([CH2:16][CH2:17][CH3:18])[cH:12][c:13]([NH:20][NH2:21])[n:14]1. Reactants: FC(C=1C=C(C=C(C1)C(F)(F)F)O)(F)F (3,5-bis(trifluoromethyl)phenol), CI (methyl iodide), C(=O)([O-])[O-].[K+].[K+] (K2CO3). Run in CC(=O)C (acetone). Reaction conditions: time 8 hour. Yields the product COC1=CC(=CC(=C1)C(F)(F)F)C(F)(F)F (1-methoxy-3,5-bis(trifluoromethyl)benzene). Yield: 56.5%. As a reaction SMILES: [F:1][C:2]([F:15])([F:14])[C:3]1[CH:4]=[C:5]([OH:13])[CH:6]=[C:7]([C:9]([F:12])([F:11])[F:10])[CH:8]=1.CI.[C:18]([O-])([O-])=O.[K+].[K+]>CC(C)=O>[CH3:18][O:13][C:5]1[CH:4]=[C:3]([C:2]([F:14])([F:15])[F:1])[CH:8]=[C:7]([C:9]([F:11])([F:10])[F:12])[CH:6]=1 |f:2.3.4|. Procedure details: A mixture of 3,5-bis(trifluoromethyl)phenol (47, 1.0 g, 4.35 mmol), methyl iodide (0.7 mL, 10.8 mmol) and K2CO3 (3 g, 21.75 mmol) in acetone (10 mL) was heated to reflux while stirring overnight. Solid residue was filtered off and the filtrate was concentrated on warm water bath at atmospheric pressure (Caution: product was volatile) to afford 1-methoxy-3,5-bis(trifluoromethyl)benzene (48, 0.6 g, 56%) as clear oil: 1H NMR (300 MHz, CDCl3) δ 7.46 (s, 1H), 7.30 (s, 1H), 3.90 (s, 1H). Starting materials: S1C=C(C=C1)C(C=C)=O (1-(3-Thienyl)-2-propen-1-one), ClCCl (dichloromethane). Run in C(C)OCC (diethyl ether), Cl (hydrochloric acid), C(C)OCC (diethyl ether). Run at time 18 hour. Product: ClCCC(=O)C1=CSC=C1 (3-Chloro-1-(3-thienyl)-1-propanone). Isolated yield 91.0%. As a reaction SMILES: [S:1]1[CH:5]=[CH:4][C:3]([C:6](=[O:9])[CH:7]=[CH2:8])=[CH:2]1.[Cl:10]CCl>C(OCC)C.Cl>[Cl:10][CH2:8][CH2:7][C:6]([C:3]1[CH:4]=[CH:5][S:1][CH:2]=1)=[O:9]. Procedure details: The product from step (b) (1.288 g, 9.3 mmol) was dissolved in a mixture of diethyl ether (30 ml) and dichloromethane (20 ml) and 1M hydrochloric acid in diethyl ether (25 ml) added. The reaction was stirred for 18 h at room temperature. The solvent was removed in vacuo to give the title compound (1.482 g, 91%). Starting materials: C(CC)[NH+](CCC)CCC (tripropylammonium), C(C)NCC (diethylamine), C(=S)=S (carbon disulfide), C(CC)N(CCC)CCC (tripropylamine). Reaction conditions: temperature 50 celsius. The product is C(C)N(C([S-])=S)CC.C(CC)[NH+](CCC)CCC (tripropylammonium N,N-diethyl dithiocarbamate). RXN SMILES: [CH2:1]([NH+:4](CCC)[CH2:5][CH2:6]C)[CH2:2]C.[C:11](=[S:13])=[S:12].[CH2:14]([N:17]([CH2:21][CH2:22][CH3:23])[CH2:18][CH2:19][CH3:20])[CH2:15][CH3:16].C(NCC)C>>[CH2:1]([N:4]([CH2:5][CH3:6])[C:11](=[S:13])[S-:12])[CH3:2].[CH2:14]([NH+:17]([CH2:21][CH2:22][CH3:23])[CH2:18][CH2:19][CH3:20])[CH2:15][CH3:16] |f:4.5|. Procedure details: Preparation of tripropylammonium salt of diethyl dithiocarbamateis as follows: 76 grams (1 mole) carbon disulfide and 143 grams (1 mole) tripropylamine are mixed at 10° C. under nitrogen. 80.5 grams (1.1 mole) diethylamine is added slowly and drop wise to the mixture and the mixture is maintained at a temperature below 30° C. Then the mixture is heated to 50° C. for 1 hour. The solution is then stripped out under vacuum to remove the excess amine and for the removal of low volatiles to obtain fi... Starting materials: crude product, NC1=CC(=C(C#N)C=C1)C(F)(F)F (4-amino-2-(trifluoromethyl)benzonitrile), CC1CC(OC(C1)=O)=O (4-methyldihydro-2H-pyran-2,6(3H)-dione). Solvent: C1CCOC1 (THF). Yields the product C(#N)C1=C(C=C(C=C1)NC(CC(CC(=O)O)C)=O)C(F)(F)F (5-(4-cyano-3-(trifluoromethyl)phenylamino)-3-methyl-5-oxopentanoic acid). Isolated yield 114.1%. As a reaction SMILES: [NH2:1][C:2]1[CH:9]=[CH:8][C:5]([C:6]#[N:7])=[C:4]([C:10]([F:13])([F:12])[F:11])[CH:3]=1.[CH3:14][CH:15]1[CH2:20][C:19](=[O:21])[O:18][C:17](=[O:22])[CH2:16]1>C1COCC1>[C:6]([C:5]1[CH:8]=[CH:9][C:2]([NH:1][C:19](=[O:21])[CH2:20][CH:15]([CH3:14])[CH2:16][C:17]([OH:22])=[O:18])=[CH:3][C:4]=1[C:10]([F:11])([F:12])[F:13])#[N:7]. Reported procedure: A solution of 4-amino-2-(trifluoromethyl)benzonitrile (500 mg, 2.69 mmol) and 4-methyldihydro-2H-pyran-2,6(3H)-dione (344 mg, 2.69 mmol) in THF (15 mL) was stirred at 90° C. for 14 hr. The reaction solution was concentrated to give 5-(4-cyano-3-(trifluoromethyl)phenylamino)-3-methyl-5-oxopentanoic acid (964 mg, 3.07 mmol, 114%) as a crude product.